From a dataset of the Open Reaction Database (ORD), a public repository of structured organic reaction records. describe an organic reaction: reactants, conditions, products, and yield Starting materials: CC(C)(C)OC(=O)N1CCCC(C(=O)N2CCN(c3ccc(Cl)c(Cl)c3)CC2)C1, ClCCl, O=C(O)C(F)(F)F. Product: O=C(C1CCCNC1)N1CCN(c2ccc(Cl)c(Cl)c2)CC1. RXN SMILES: [Cl:1][c:2]1[cH:3][c:4]([N:9]2[CH2:10][CH2:11][N:12]([C:15](=[O:16])[CH:17]3[CH2:18][N:19]([C:23]([O:24][C:25]([CH3:26])([CH3:27])[CH3:28])=[O:29])[CH2:20][CH2:21][CH2:22]3)[CH2:13][CH2:14]2)[cH:5][cH:6][c:7]1[Cl:8].[Cl:37][CH2:38][Cl:39].[F:30][C:31]([F:32])([F:33])[C:34]([OH:35])=[O:36]>>[Cl:1][c:2]1[cH:3][c:4]([N:9]2[CH2:10][CH2:11][N:12]([C:15](=[O:16])[CH:17]3[CH2:18][NH:19][CH2:20][CH2:21][CH2:22]3)[CH2:13][CH2:14]2)[cH:5][cH:6][c:7]1[Cl:8]. The reactants are NCCCCN (putrescine), C(C)(=O)[C@]1([C@](C(=O)OC1=O)(O)C(C)=O)O (diacetyl-L-tartaric acid anhydride). Solvent: O1CCCC1 (tetrahydrofuran), O1CCCC1 (THF). Run at time 2 hour. The product is NCCCCNC(C(O)C(O)C(=O)O)=O (N-(4-aminobutyl)tartaric acid monoamide). As a reaction SMILES: [NH2:1][CH2:2][CH2:3][CH2:4][CH2:5][NH2:6].[C:7]([C@:10]1([OH:21])C(=O)[O:14][C:12](=[O:13])[C@:11]1(C(=O)C)[OH:17])(=[O:9])C>O1CCCC1>[NH2:1][CH2:2][CH2:3][CH2:4][CH2:5][NH:6][C:7](=[O:9])[CH:10]([CH:11]([C:12]([OH:14])=[O:13])[OH:17])[OH:21]. Procedure: 13.225 Grams (150 mmoles) of putrescine (VI) was dissolved in 75 ml of tetrahydrofuran (THF), and a solution of 10.8 g (50 mmoles) of diacetyl-L-tartaric acid anhydride (VIII) in 50 ml of THF was gradually added dropwise thereto while cooling with ice under stirring. After addition, stirring was continued for 2 hours at room temperature, and after completion of the reaction, the solvent was removed by evaporation under reduced pressure. Thereafter, 50 ml of water was added, and the reaction solu... Starting materials: [Al+3], COc1ccccc1, COC(=O)c1ccc(C(=O)Cl)cc1, [Cl-], [Cl-], [Cl-], ClCCl. Product: COC(=O)c1ccc(C(=O)c2ccc(OC)cc2)cc1. Reaction SMILES: [Al+3:2].[CH3:18][O:19][c:20]1[cH:21][cH:22][cH:23][cH:24][cH:25]1.[CH3:5][O:6][C:7]([c:8]1[cH:9][cH:10][c:11]([C:14](=[O:15])[Cl:16])[cH:12][cH:13]1)=[O:17].[Cl-:1].[Cl-:3].[Cl-:4].[Cl:26][CH2:27][Cl:28]>>[CH3:5][O:6][C:7]([c:8]1[cH:9][cH:10][c:11]([C:14](=[O:15])[c:23]2[cH:22][cH:21][c:20]([O:19][CH3:18])[cH:25][cH:24]2)[cH:12][cH:13]1)=[O:17]. Starting materials: O=C([O-])O, C=O, O=CO, [Na+], c1ccc(Oc2cncc(N3CCC4(CCCN4)C3)c2)cc1. Product: CN1CCCC12CCN(c1cncc(Oc3ccccc3)c1)C2. Reaction SMILES: [C:25](=[O:26])([OH:27])[O-:28].[CH2:23]=[O:24].[CH:30]([OH:31])=[O:32].[Na+:29].[O:1]([c:2]1[cH:3][cH:4][cH:5][cH:6][cH:7]1)[c:8]1[cH:9][c:10]([N:14]2[CH2:15][C:16]3([CH2:17][CH2:18][CH2:19][NH:20]3)[CH2:21][CH2:22]2)[cH:11][n:12][cH:13]1>>[O:1]([c:2]1[cH:3][cH:4][cH:5][cH:6][cH:7]1)[c:8]1[cH:9][c:10]([N:14]2[CH2:15][C:16]3([CH2:17][CH2:18][CH2:19][N:20]3[CH3:25])[CH2:21][CH2:22]2)[cH:11][n:12][cH:13]1. Starting materials: Cl.C(C)NC(=O)NC1=CC=C(C=C1)C=1N=C(C2=C(N1)CNCC2)N2CCOCC2 (1-ethyl-3-(4-(4-morpholino-5,6,7,8-tetrahydropyrido[3,4-d]pyrimidin-2-yl)phenyl)urea hydrochloride salt), FC1=CC=C(C(=O)Cl)C=C1 (4-Fluorobenzoic acid chloride). Product: C(C)NC(=O)NC1=CC=C(C=C1)C=1N=C(C2=C(N1)CN(CC2)C(C2=CC=C(C=C2)F)=O)N2CCOCC2 (1-ethyl-3-(4-(7-(4-fluorobenzoyl)-4-morpholino-5,6,7,8-tetrahydropyrido[3,4-d]pyrimidin-2-yl)phenyl)urea). RXN SMILES: Cl.[CH2:2]([NH:4][C:5]([NH:7][C:8]1[CH:13]=[CH:12][C:11]([C:14]2[N:15]=[C:16]([N:24]3[CH2:29][CH2:28][O:27][CH2:26][CH2:25]3)[C:17]3[CH2:23][CH2:22][NH:21][CH2:20][C:18]=3[N:19]=2)=[CH:10][CH:9]=1)=[O:6])[CH3:3].[F:30][C:31]1[CH:39]=[CH:38][C:34]([C:35](Cl)=[O:36])=[CH:33][CH:32]=1>>[CH2:2]([NH:4][C:5]([NH:7][C:8]1[CH:9]=[CH:10][C:11]([C:14]2[N:15]=[C:16]([N:24]3[CH2:25][CH2:26][O:27][CH2:28][CH2:29]3)[C:17]3[CH2:23][CH2:22][N:21]([C:35](=[O:36])[C:34]4[CH:38]=[CH:39][C:31]([F:30])=[CH:32][CH:33]=4)[CH2:20][C:18]=3[N:19]=2)=[CH:12][CH:13]=1)=[O:6])[CH3:3] |f:0.1|. Procedure: The compound ru was prepared following the general procedure described in Example 5 by reacting 1-ethyl-3-(4-(4-morpholino-5,6,7,8-tetrahydropyrido[3,4-d]pyrimidin-2-yl)phenyl)urea hydrochloride salt with 4-Fluorobenzoic acid chloride: LC-MS m/z=505 (M+H). Starting materials: BrC1=C2C=NNC2=CC=C1 (4-bromo-1H-indazole), CC1(OB(OC1(C)C)C=1C=C2C=CC(=CC2=CC1)NC(=O)C1=CSC=C1)C (N-(6-(4,4,5,5-tetramethyl-1,3,2-dioxaborolan-2-yl)naphthalen-2-yl)thiophene-3-carboxamide), C(=O)([O-])[O-].[K+].[K+] (K2CO3), O1CCOCC1 (1,4-dioxane). The reagents and catalysts are [Pd] (palladium). Run in O (water). The product is N1N=CC2=C(C=CC=C12)C=1C=C2C=CC(=CC2=CC1)NC(=O)C1=CSC=C1 (N-(6-(1H-indazol-4-yl)naphthalen-2-yl)thiophene-3-carboxamide). Isolated yield 10.4%. As a reaction SMILES: Br[C:2]1[CH:10]=[CH:9][CH:8]=[C:7]2[C:3]=1[CH:4]=[N:5][NH:6]2.CC1(C)C(C)(C)OB([C:19]2[CH:20]=[C:21]3[C:26](=[CH:27][CH:28]=2)[CH:25]=[C:24]([NH:29][C:30]([C:32]2[CH:36]=[CH:35][S:34][CH:33]=2)=[O:31])[CH:23]=[CH:22]3)O1.C([O-])([O-])=O.[K+].[K+].O1CCOCC1>[Pd].O>[NH:6]1[C:7]2[C:3](=[C:2]([C:19]3[CH:20]=[C:21]4[C:26](=[CH:27][CH:28]=3)[CH:25]=[C:24]([NH:29][C:30]([C:32]3[CH:36]=[CH:35][S:34][CH:33]=3)=[O:31])[CH:23]=[CH:22]4)[CH:10]=[CH:9][CH:8]=2)[CH:4]=[N:5]1 |f:2.3.4|. Procedure details: 4-bromo-1H-indazole (37.9 mg, 0.192 mmol), N-(6-(4,4,5,5-tetramethyl-1,3,2-dioxaborolan-2-yl)naphthalen-2-yl)thiophene-3-carboxamide (145.7 mg, 0.384 mmol), Fibercat palladium catalyst (Johnson-Matthey, 64.7 mg), and K2CO3 (2 M in water, 0.75 ml, 1.5 mmol) were combined in a microwave reaction vessel and 1,4-dioxane (2.3 ml) was added. The reaction tube was sealed and heated in the microwave (CEM microwave) at 60 Watts and 85 C for 20 minutes. The reaction was then cooled to room temperature, di...